From a dataset of the Open Reaction Database (ORD), a public repository of structured organic reaction records. describe an organic reaction: reactants, conditions, products, and yield As a reaction SMILES: [C:23](=[O:24])([O-:25])[O-:26].[CH3:29][S:30]([CH3:31])=[O:32].[F:1][c:2]1[cH:3][cH:4][c:5]([C:12]#[N:13])[c:6]2[cH:7][cH:8][cH:9][cH:10][c:11]12.[K+:27].[K+:28].[NH2:14][C:15](=[O:16])[CH:17]1[CH2:18][CH2:19][CH2:20][NH:21][CH2:22]1.[OH2:33]>>[c:2]1([N:21]2[CH2:20][CH2:19][CH2:18][CH:17]([C:15]([NH2:14])=[O:16])[CH2:22]2)[cH:3][cH:4][c:5]([C:12]#[N:13])[c:6]2[cH:7][cH:8][cH:9][cH:10][c:11]12. Starting materials: O=C([O-])[O-], CS(C)=O, N#Cc1ccc(F)c2ccccc12, [K+], [K+], NC(=O)C1CCCNC1, O. The product is N#Cc1ccc(N2CCCC(C(N)=O)C2)c2ccccc12. Starting materials: C=CCN, CCCCCNc1nc(Cl)nc2ccc([N+](=O)[O-])cc12, O. Yields the product Cl, C=CCNc1nc(NCCCCC)c2cc([N+](=O)[O-])ccc2n1. RXN SMILES: [CH2:21]([CH:22]=[CH2:23])[NH2:24].[Cl:1][c:2]1[n:3][c:4]2[cH:5][cH:6][c:7]([N+:18](=[O:19])[O-:20])[cH:8][c:9]2[c:10]([NH:12][CH2:13][CH2:14][CH2:15][CH2:16][CH3:17])[n:11]1.[OH2:25]>>[ClH:1].[c:2]1([NH:24][CH2:21][CH:22]=[CH2:23])[n:3][c:4]2[cH:5][cH:6][c:7]([N+:18](=[O:19])[O-:20])[cH:8][c:9]2[c:10]([NH:12][CH2:13][CH2:14][CH2:15][CH2:16][CH3:17])[n:11]1. Starting materials: [Cl-], O=C(Cl)c1ccc(Cl)cc1, Cl, O=C(O)CCCCNc1ccccc1-c1ccccc1. As a reaction SMILES: [Cl-:31].[Cl:21][c:22]1[cH:23][cH:24][c:25]([C:26](=[O:27])[Cl:28])[cH:29][cH:30]1.[ClH:32].[c:1]1(-[c:15]2[cH:16][cH:17][cH:18][cH:19][cH:20]2)[c:2]([NH:7][CH2:8][CH2:9][CH2:10][CH2:11][C:12](=[O:13])[OH:14])[cH:3][cH:4][cH:5][cH:6]1>>[c:1]1(-[c:15]2[cH:16][cH:17][cH:18][cH:19][cH:20]2)[c:2]([N:7]([CH2:8][CH2:9][CH2:10][CH2:11][C:12](=[O:13])[OH:14])[C:26]([c:25]2[cH:24][cH:23][c:22]([Cl:21])[cH:30][cH:29]2)=[O:27])[cH:3][cH:4][cH:5][cH:6]1. The product is O=C(O)CCCCN(C(=O)c1ccc(Cl)cc1)c1ccccc1-c1ccccc1. The reactants are C(C)OC(=CC1=NCCC1)C1=CC=CC=C1.F[B-](F)(F)F (2-(2-ethoxy-2-phenyl-ethenyl)-1-pyrroline tetrafluoroborate), C(C)(C)(C)N (tert.-butylamine). Product: C1(=CC=CC=C1)C(C=C1NCCC1)=NC(C)(C)C (2-[2-phenyl-2-(tert.-butylimino)-ethylidene]-pyrrolidine). Reaction SMILES: C(O[C:4]([C:11]1[CH:16]=[CH:15][CH:14]=[CH:13][CH:12]=1)=[CH:5][C:6]1[CH2:10][CH2:9][CH2:8][N:7]=1)C.F[B-](F)(F)F.[C:22]([NH2:26])([CH3:25])([CH3:24])[CH3:23]>>[C:11]1([C:4](=[N:26][C:22]([CH3:25])([CH3:24])[CH3:23])[CH:5]=[C:6]2[CH2:10][CH2:9][CH2:8][NH:7]2)[CH:12]=[CH:13][CH:14]=[CH:15][CH:16]=1 |f:0.1|. Reported procedure: By heating the solution of 9.1 g (0.03 mole) of 2-(2-ethoxy-2-phenyl-ethenyl)-1-pyrroline-tetrafluoroborate in 50 ml of tert.-butylamine in a closed tube at 105° for 18 hours and processing analogously to Example 1, there is obtained crude 2-[2-phenyl-2-(tert.-butylimino)-ethylidene]-pyrrolidine. The crude base is dissolved in ether, and 2.8 g of methanesulphonic acid is added, whereupon 2-[2-phenyl-2-(tert.-butylimino)-ethylidene]-pyrrolidine-(1:1)-methanesulphonate crystallises out. It melts a... Reactants: Cc1csc(Nc2cc(Oc3cccc4ncccc34)c(Br)cn2)n1, O=C([O-])[O-], c1ccc(CB2C3CCCC2CCC3)cc1, [Cs+], [Cs+], CN(C)C=O, O. The product is Cc1csc(Nc2cc(Oc3cccc4ncccc34)c(Cc3ccccc3)cn2)n1. Reaction SMILES: [Br:1][c:2]1[c:3]([O:15][c:16]2[c:17]3[cH:18][cH:19][cH:20][n:21][c:22]3[cH:23][cH:24][cH:25]2)[cH:4][c:5]([NH:8][c:9]2[s:10][cH:11][c:12]([CH3:14])[n:13]2)[n:6][cH:7]1.[C:42](=[O:43])([O-:44])[O-:45].[CH2:26]([c:27]1[cH:28][cH:29][cH:30][cH:31][cH:32]1)[B:33]1[CH:34]2[CH2:35][CH2:36][CH2:37][CH:38]1[CH2:39][CH2:40][CH2:41]2.[Cs+:46].[Cs+:47].[O:48]=[CH:49][N:50]([CH3:51])[CH3:52].[OH2:53]>>[c:2]1([CH2:26][c:27]2[cH:28][cH:29][cH:30][cH:31][cH:32]2)[c:3]([O:15][c:16]2[c:17]3[cH:18][cH:19][cH:20][n:21][c:22]3[cH:23][cH:24][cH:25]2)[cH:4][c:5]([NH:8][c:9]2[s:10][cH:11][c:12]([CH3:14])[n:13]2)[n:6][cH:7]1. Reactants: CO, C=[N+]=[N-], CC(=O)c1ncccc1C(O)=NNC(=O)Nc1ccccc1. The product is COC(=NNC(=O)Nc1ccccc1)c1cccnc1C(C)=O. Reaction SMILES: [CH3:26][OH:27].[N+:23](=[N-:24])=[CH2:25].[c:1]1([NH:7][C:8](=[O:9])[NH:10][N:11]=[C:12]([c:13]2[c:14]([C:19]([CH3:20])=[O:21])[n:15][cH:16][cH:17][cH:18]2)[OH:22])[cH:2][cH:3][cH:4][cH:5][cH:6]1>>[c:1]1([NH:7][C:8](=[O:9])[NH:10][N:11]=[C:12]([c:13]2[c:14]([C:19]([CH3:20])=[O:21])[n:15][cH:16][cH:17][cH:18]2)[O:22][CH3:25])[cH:2][cH:3][cH:4][cH:5][cH:6]1. The reactants are C(C)(N)=NO (acetamide oxime), [H-].[Na+] (sodium hydride), COC([C@@H](NC(=O)OC(C)(C)C)CC1=CC=CC=C1)=O (N-tert-butoxycarbonyl-L-phenylalanine methyl ester), O (water). Solvent: C1CCOC1 (THF), C1CCOC1 (THF). Product: C(C)(C)(C)OC(=O)NC(CC1=CC=CC=C1)C1=NC(=NO1)C (N-tert-butoxycarbonyl-1-(3-methyl-1,2,4-oxadiazol-5-yl)-2-phenylethylamine). Isolated yield 48.7%. Reaction SMILES: [C:1](=[N:4][OH:5])([NH2:3])[CH3:2].[H-].[Na+].CO[C:10](=O)[C@H:11]([CH2:20][C:21]1[CH:26]=[CH:25][CH:24]=[CH:23][CH:22]=1)[NH:12][C:13]([O:15][C:16]([CH3:19])([CH3:18])[CH3:17])=[O:14].O>C1COCC1>[C:16]([O:15][C:13]([NH:12][CH:11]([C:10]1[O:5][N:4]=[C:1]([CH3:2])[N:3]=1)[CH2:20][C:21]1[CH:22]=[CH:23][CH:24]=[CH:25][CH:26]=1)=[O:14])([CH3:19])([CH3:17])[CH3:18] |f:1.2|. Procedure: To a solution of acetamide oxime [2.67 g, J. Saunders et al., J. Med. Chem., 33, 1128 (1990)] in THF (125 ml) was added 60% sodium hydride (1.44 g) in oil, and the mixture was refluxed under heating for 1 hour. Then, the reaction mixture was allowed to cool, and a solution of N-tert-butoxycarbonyl-L-phenylalanine methyl ester (8.38 g) in THF (40 ml) was added at room temperature. The mixture was refluxed under heating for 20 minutes. The mixture was allowed to cool, and water (10 ml) was added, ... The reactants are BrC=1C=C2C(NC(C2=CC1)=O)(C)C (5-Bromo-3,3-dimethyl-2,3-dihydroisoindol-1-one), BrC1=CN=C(C=2N1N=CN2)NC2=CC=C(C=C2)N2CCN(CC2)C(C)C ((5-bromo[1,2,4]triazolo[1,5-a]pyrazin-8-yl)-[4-(4-isopropylpiperazin-1-yl)-phenyl]amine), B([O-])[O-] (boronate), Intermediate 6. The product is C(C)(C)N1CCN(CC1)C1=CC=C(C=C1)NC=1C=2N(C(=CN1)C=1C=C3C(NC(C3=CC1)=O)(C)C)N=CN2 (5-{8-[4-(4-Isopropylpiperazin-1-yl)-phenylamino]-[1,2,4]triazolo[1,5-a]pyrazin-5-yl}-3,3-dimethyl-2,3-dihydroisoindol-1-one). As a reaction SMILES: Br[C:2]1[CH:3]=[C:4]2[C:8](=[CH:9][CH:10]=1)[C:7](=[O:11])[NH:6][C:5]2([CH3:13])[CH3:12].B([O-])[O-].Br[C:18]1[N:23]2[N:24]=[CH:25][N:26]=[C:22]2[C:21]([NH:27][C:28]2[CH:33]=[CH:32][C:31]([N:34]3[CH2:39][CH2:38][N:37]([CH:40]([CH3:42])[CH3:41])[CH2:36][CH2:35]3)=[CH:30][CH:29]=2)=[N:20][CH:19]=1>>[CH:40]([N:37]1[CH2:36][CH2:35][N:34]([C:31]2[CH:30]=[CH:29][C:28]([NH:27][C:21]3[C:22]4[N:23]([N:24]=[CH:25][N:26]=4)[C:18]([C:2]4[CH:3]=[C:4]5[C:8](=[CH:9][CH:10]=4)[C:7](=[O:11])[NH:6][C:5]5([CH3:13])[CH3:12])=[CH:19][N:20]=3)=[CH:33][CH:32]=2)[CH2:39][CH2:38]1)([CH3:42])[CH3:41]. Procedure: 5-Bromo-3,3-dimethyl-2,3-dihydroisoindol-1-one is converted to the corresponding boronate in a fashion analogous to Intermediate 6, Step 3. This is then used to prepare the title compound from (5-bromo[1,2,4]triazolo[1,5-a]pyrazin-8-yl)-[4-(4-isopropylpiperazin-1-yl)-phenyl]amine using methods as described for Compound 120, Step 4. LCMS: Rt=0.92 (100%), m/z=497 (M+H)+.